Dataset: the Open Reaction Database (ORD), a public repository of structured organic reaction records. Task: describe an organic reaction: reactants, conditions, products, and yield Reactants: CO, COC(=O)c1cccc(C)c1OC, [K+], [OH-], O. Yields the product COc1c(C)cccc1C(=O)O. As a reaction SMILES: [CH3:16][OH:17].[CH3:1][O:2][c:3]1[c:4]([C:5](=[O:6])[O:7][CH3:8])[cH:9][cH:10][cH:11][c:12]1[CH3:13].[K+:15].[OH-:14].[OH2:18]>>[CH3:1][O:2][c:3]1[c:4]([C:5](=[O:6])[OH:7])[cH:9][cH:10][cH:11][c:12]1[CH3:13]. The reactants are ClC(Cl)(Cl)Cl, [Li]CCCC, Fc1ccc(-c2nn3ccc(Cl)cc3c2-c2ccnc(NC3CCCC3)n2)cc1, C1CCOC1. Product: Fc1ccc(-c2nn3c(Cl)cc(Cl)cc3c2-c2ccnc(NC3CCCC3)n2)cc1. Reaction SMILES: [C:35]([Cl:36])([Cl:37])([Cl:38])[Cl:39].[CH2:30]([Li:31])[CH2:32][CH2:33][CH3:34].[Cl:1][c:2]1[cH:3][c:4]2[n:5]([cH:6][cH:7]1)[n:8][c:9](-[c:23]1[cH:24][cH:25][c:26]([F:29])[cH:27][cH:28]1)[c:10]2-[c:11]1[n:12][c:13]([NH:17][CH:18]2[CH2:19][CH2:20][CH2:21][CH2:22]2)[n:14][cH:15][cH:16]1.[O:40]1[CH2:41][CH2:42][CH2:43][CH2:44]1>>[Cl:1][c:2]1[cH:3][c:4]2[n:5]([c:6]([Cl:36])[cH:7]1)[n:8][c:9](-[c:23]1[cH:24][cH:25][c:26]([F:29])[cH:27][cH:28]1)[c:10]2-[c:11]1[n:12][c:13]([NH:17][CH:18]2[CH2:19][CH2:20][CH2:21][CH2:22]2)[n:14][cH:15][cH:16]1. Yield: 70.0%. The product is ClC1=CC=C2C(=CN(C2=C1)CC1CCCCC1)C(=O)O (6-chloro-1-cyclohexylmethyl-1H-indole-3-carboxylic acid). Reaction SMILES: [Cl:1][C:2]1[CH:10]=[C:9]2[C:5]([C:6]([C:11](=[O:16])C(F)(F)F)=[CH:7][NH:8]2)=[CH:4][CH:3]=1.C(=O)([O-])[O-].[K+].[K+].Br[CH2:24][CH:25]1[CH2:30][CH2:29][CH2:28][CH2:27][CH2:26]1.[OH-:31].[Na+]>CN(C)C=O>[Cl:1][C:2]1[CH:10]=[C:9]2[C:5]([C:6]([C:11]([OH:16])=[O:31])=[CH:7][N:8]2[CH2:24][CH:25]2[CH2:30][CH2:29][CH2:28][CH2:27][CH2:26]2)=[CH:4][CH:3]=1 |f:1.2.3,5.6|. The reactants are [OH-].[Na+] (sodium hydroxide), ClC1=CC=C2C(=CNC2=C1)C(C(F)(F)F)=O (1-(6-chloro-1H-indol-3-yl)-2,2,2-trifluoro-ethanone), C([O-])([O-])=O.[K+].[K+] (potassium carbonate), BrCC1CCCCC1 (bromomethylcyclohexane), hexanes ethyl acetate. Run in CN(C=O)C (N,N-dimethylformamide). Run at temperature 60 celsius. Procedure: A mixture of 1-(6-chloro-1H-indol-3-yl)-2,2,2-trifluoro-ethanone (300 mg, 1.21 mmol), potassium carbonate (419 mg, 3.03 mmol), and bromomethylcyclohexane (0.25 mL, 1.82 mmol) in N,N-dimethylformamide (4 mL) in a sealed reaction vessel was heated at 60° C. for 6 h. At this time, the reaction was cooled to 25° C. and partitioned between water (50 mL) and ethyl acetate (50 mL). This mixture was treated with a 1N aqueous hydrochloric acid solution (15 mL), shaken, and separated. The organic layer wa... Starting materials: C(CC)C=1C=C(C(=CC1)N)N (4-propyl-benzene-1,2-diamine), S([O-])(O)=O.[Na+] (sodium bisulfite), N1N=C(C2=CC=CC=C12)C=O (indazole-3-carboxaldehyde). Run in CN(C=O)C (dimethylformamide). Run at temperature 200 celsius. Product: C(CC)C1=CC2=C(NC(=N2)C2=NNC3=CC=CC=C23)C=C1 (3-(5-n-propyl-1H-benzoimidazol-2-yl)-1H-indazole). RXN SMILES: [CH2:1]([C:4]1[CH:5]=[C:6]([NH2:11])[C:7]([NH2:10])=[CH:8][CH:9]=1)[CH2:2][CH3:3].S(=O)(O)[O-].[Na+].[NH:17]1[C:25]2[C:20](=[CH:21][CH:22]=[CH:23][CH:24]=2)[C:19]([CH:26]=O)=[N:18]1>CN(C)C=O>[CH2:1]([C:4]1[CH:9]=[CH:8][C:7]2[NH:10][C:26]([C:19]3[C:20]4[C:25](=[CH:24][CH:23]=[CH:22][CH:21]=4)[NH:17][N:18]=3)=[N:11][C:6]=2[CH:5]=1)[CH2:2][CH3:3] |f:1.2|. Procedure: A stirred solution of 4-propyl-benzene-1,2-diamine [57 mg, Reference Example 30(d)] and sodium bisulfite (40 mg) in dimethylformamide (2 ml) was treated with indazole-3-carboxaldehyde [Reference Example 6(l)]. The reaction mixture was heated in a Smith Creator microwave at 200° C. for 13 minutes then partitioned between ethyl acetate and water. The organic layer was washed with brine, then dried over magnesium sulfate and then evaporated. The residue was subjected to flash column chromatography ... Starting materials: COC(=O)c1cc(OC2CN(C(c3ccccc3)c3ccccc3)C2)c2c(c1)OC(C)(C)C2, CCOC(C)=O, CO. Product: COC(=O)c1cc(OC2CNC2)c2c(c1)OC(C)(C)C2. As a reaction SMILES: [CH3:1][O:2][C:3](=[O:4])[c:5]1[cH:6][c:7]2[c:8]([c:14]([O:16][CH:17]3[CH2:18][N:19]([CH:21]([c:22]4[cH:23][cH:24][cH:25][cH:26][cH:27]4)[c:28]4[cH:29][cH:30][cH:31][cH:32][cH:33]4)[CH2:20]3)[cH:15]1)[CH2:9][C:10]([CH3:12])([CH3:13])[O:11]2.[CH3:34][CH2:35][O:36][C:37]([CH3:38])=[O:39].[CH3:40][OH:41]>>[CH3:1][O:2][C:3](=[O:4])[c:5]1[cH:6][c:7]2[c:8]([c:14]([O:16][CH:17]3[CH2:18][NH:19][CH2:20]3)[cH:15]1)[CH2:9][C:10]([CH3:12])([CH3:13])[O:11]2. The reactants are OC1=CC=2C=C3N(C2C=C1)C(C(S3)(C3=CC=CC=C3)C)=O (7-hydroxy-2-methyl-2-phenylthiazolo[3,2-a]indol-3(2H)-one), C(CCCCC)Br (n-hexyl bromide), [I-].[K+] (potassium iodide). Yields the product C(CCCCC)OC1=CC=2C=C3N(C2C=C1)C(C(S3)(C3=CC=CC=C3)C)=O (7-hexyloxy-2-methyl-2-phenylthiazolo[3,2-a]indol-3-(2H)-one). The yield is 92.5%. Reaction SMILES: [OH:1][C:2]1[CH:10]=[CH:9][C:8]2[N:7]3[C:11](=[O:21])[C:12]([CH3:20])([C:14]4[CH:19]=[CH:18][CH:17]=[CH:16][CH:15]=4)[S:13][C:6]3=[CH:5][C:4]=2[CH:3]=1.[CH2:22](Br)[CH2:23][CH2:24][CH2:25][CH2:26][CH3:27].[I-].[K+]>>[CH2:22]([O:1][C:2]1[CH:10]=[CH:9][C:8]2[N:7]3[C:11](=[O:21])[C:12]([CH3:20])([C:14]4[CH:19]=[CH:18][CH:17]=[CH:16][CH:15]=4)[S:13][C:6]3=[CH:5][C:4]=2[CH:3]=1)[CH2:23][CH2:24][CH2:25][CH2:26][CH3:27] |f:2.3|. Procedure: To a solution of 7-hydroxy-2-methyl-2-phenylthiazolo[3,2-a]indol-3(2H)-one (2.86 g), n-hexyl bromide (1.76 g) and a small amount of potassium iodide, and the mixture was heated and refluxed for 33 hours. The reaction mixture was allowed to cool. Then insoluble matter was filtered. The solvent was evaporated off under reduced pressure. Water was added to the residue, and the mixture was extracted with ethyl acetate. The organic layer was washed with water and a saturated aqueous sodium chloride s... Starting materials: BrC1=CC=C2C(=CC=NC2=C1)Cl (7-Bromo-4-chloro-quinoline), NC1=C(C(=O)O)C=CC=C1 (2-amino benzoic acid). The solvent is Cl (hydrochloric acid). Yields the product BrC1=CC=C2C(=CC=NC2=C1)NC1=C(C(=O)O)C=CC=C1 (2-(7-bromo-4-quinolylamino) benzoic acid). Reaction SMILES: [Br:1][C:2]1[CH:11]=[C:10]2[C:5]([C:6](Cl)=[CH:7][CH:8]=[N:9]2)=[CH:4][CH:3]=1.[NH2:13][C:14]1[CH:22]=[CH:21][CH:20]=[CH:19][C:15]=1[C:16]([OH:18])=[O:17]>Cl>[Br:1][C:2]1[CH:11]=[C:10]2[C:5]([C:6]([NH:13][C:14]3[CH:22]=[CH:21][CH:20]=[CH:19][C:15]=3[C:16]([OH:18])=[O:17])=[CH:7][CH:8]=[N:9]2)=[CH:4][CH:3]=1. Procedure details: 7-Bromo-4-chloro-quinoline and 2-amino benzoic acid are refluxed in dilute hydrochloric acid for 1 hour to give 2-(7-bromo-4-quinolylamino) benzoic acid.